From a dataset of the Open Reaction Database (ORD), a public repository of structured organic reaction records. describe an organic reaction: reactants, conditions, products, and yield The reactants are Cl.N[C@@H]1CC[C@H](CC1)CCN1CCC(CC1)OC1=C(C#N)C=C(C=C1)Cl (2-{1-[2-(trans-4-amino-cyclohexyl)-ethyl]-piperidin-4-yloxy}-5-chloro-benzonitrile hydrochloride), C(C)(=O)O (acetic acid). The product is ClC1=CC(=C(OC2CCN(CC2)CC[C@@H]2CC[C@H](CC2)NC(C)=O)C=C1)C#N (N-(trans-4-{2-[4-(4-Chloro-2-cyano-phenoxy)-piperidin-1-yl]-ethyl}-cyclohexyl)-acetamide). Reaction SMILES: Cl.[NH2:2][C@H:3]1[CH2:8][CH2:7][C@H:6]([CH2:9][CH2:10][N:11]2[CH2:16][CH2:15][CH:14]([O:17][C:18]3[CH:25]=[CH:24][C:23]([Cl:26])=[CH:22][C:19]=3[C:20]#[N:21])[CH2:13][CH2:12]2)[CH2:5][CH2:4]1.[C:27](O)(=[O:29])[CH3:28]>>[Cl:26][C:23]1[CH:24]=[CH:25][C:18]([O:17][CH:14]2[CH2:13][CH2:12][N:11]([CH2:10][CH2:9][C@H:6]3[CH2:7][CH2:8][C@H:3]([NH:2][C:27](=[O:29])[CH3:28])[CH2:4][CH2:5]3)[CH2:16][CH2:15]2)=[C:19]([C:20]#[N:21])[CH:22]=1 |f:0.1|. Reported procedure: The title compound was prepared analogously to example 59.5 from 2-{1-[2-(trans-4-amino-cyclohexyl)-ethyl]-piperidin-4-yloxy}-5-chloro-benzonitrile hydrochloride and acetic acid. MS (m/z): 404.5 (M+H+). Starting materials: Cc1sc(C(=O)O)cc1-c1ccnn1C, CCN(C(C)C)C(C)C, ClC(Cl)Cl, NC(Cc1ccccc1C(F)(F)F)CN1C(=O)c2ccccc2C1=O. Product: Cc1sc(C(=O)NC(Cc2ccccc2C(F)(F)F)CN2C(=O)c3ccccc3C2=O)cc1-c1ccnn1C. As a reaction SMILES: [CH3:1][c:2]1[c:3](-[c:10]2[cH:11][cH:12][n:13][n:14]2[CH3:15])[cH:4][c:5]([C:7](=[O:8])[OH:9])[s:6]1.[CH:41]([N:42]([CH2:43][CH3:44])[CH:45]([CH3:46])[CH3:47])([CH3:48])[CH3:49].[CH:50]([Cl:51])([Cl:52])[Cl:53].[NH2:16][CH:17]([CH2:18][N:19]1[C:20](=[O:29])[c:21]2[cH:22][cH:23][cH:24][cH:25][c:26]2[C:27]1=[O:28])[CH2:30][c:31]1[c:32]([C:37]([F:38])([F:39])[F:40])[cH:33][cH:34][cH:35][cH:36]1>>[CH3:1][c:2]1[c:3](-[c:10]2[cH:11][cH:12][n:13][n:14]2[CH3:15])[cH:4][c:5]([C:7](=[O:9])[NH:16][CH:17]([CH2:18][N:19]2[C:20](=[O:29])[c:21]3[cH:22][cH:23][cH:24][cH:25][c:26]3[C:27]2=[O:28])[CH2:30][c:31]2[c:32]([C:37]([F:38])([F:39])[F:40])[cH:33][cH:34][cH:35][cH:36]2)[s:6]1. As a reaction SMILES: [CH3:1][O:2][CH2:3][CH:4]([O:5][c:6]1[cH:7][c:8]([O:9][c:10]2[n:11][cH:12][c:13]([S:16](=[O:17])(=[O:18])[CH3:19])[n:14][cH:15]2)[cH:20][c:21](-[c:23]2[nH:24][c:25]([C:28]3=[N:32][CH2:31][CH:30]([CH2:33][O:34][Si:35]([CH:36]([CH3:37])[CH3:38])([CH:39]([CH3:40])[CH3:41])[CH:42]([CH3:43])[CH3:44])[O:29]3)[cH:26][cH:27]2)[cH:22]1)[CH3:45].[CH3:47][CH2:48][CH2:49][CH2:50][N+:51]([CH2:52][CH2:53][CH2:54][CH3:55])([CH2:56][CH2:57][CH2:58][CH3:59])[CH2:60][CH2:61][CH2:62][CH3:63].[F-:46].[O:65]1[CH2:66][CH2:67][CH2:68][CH2:69]1.[OH2:64]>>[CH3:1][O:2][CH2:3][CH:4]([O:5][c:6]1[cH:7][c:8]([O:9][c:10]2[n:11][cH:12][c:13]([S:16](=[O:17])(=[O:18])[CH3:19])[n:14][cH:15]2)[cH:20][c:21](-[c:23]2[nH:24][c:25]([C:28]3=[N:32][CH2:31][CH:30]([CH2:33][OH:34])[O:29]3)[cH:26][cH:27]2)[cH:22]1)[CH3:45]. The product is COCC(C)Oc1cc(Oc2cnc(S(C)(=O)=O)cn2)cc(-c2ccc(C3=NCC(CO)O3)[nH]2)c1. Reactants: COCC(C)Oc1cc(Oc2cnc(S(C)(=O)=O)cn2)cc(-c2ccc(C3=NCC(CO[Si](C(C)C)(C(C)C)C(C)C)O3)[nH]2)c1, CCCC[N+](CCCC)(CCCC)CCCC, [F-], C1CCOC1, O. The reactants are ClC1=CC=C(C=C1)C1(CCC1)C(=O)N1CC(CCC1)COS(=O)(=O)C (Methanesulfonic Acid 1-[1-(4-chloro-phenyl)-cyclobutanecarbonyl]-piperidin-3-ylmethyl Ester), C1OC2=C(O1)C=C(C=C2)O (sesamol), C([O-])([O-])=O.[Cs+].[Cs+] (cesium carbonate). Solvent: C(C)#N (acetonitrile). Product: O1COC2=C1C=CC(=C2)OCC2CN(CCC2)C(=O)C2(CCC2)C2=CC=C(C=C2)Cl ([3-(Benzo[1,3]-dioxol-5-yloxymethyl)-piperidin-1-yl]-[1-(4-chloro-phenyl)-cyclobutyl]-methanone). Yield: 61.4%. As a reaction SMILES: [Cl:1][C:2]1[CH:7]=[CH:6][C:5]([C:8]2([C:12]([N:14]3[CH2:19][CH2:18][CH2:17][CH:16]([CH2:20][O:21]S(C)(=O)=O)[CH2:15]3)=[O:13])[CH2:11][CH2:10][CH2:9]2)=[CH:4][CH:3]=1.[CH2:26]1[O:30][C:29]2[CH:31]=[C:32](O)[CH:33]=[CH:34][C:28]=2[O:27]1.C(=O)([O-])[O-].[Cs+].[Cs+]>C(#N)C>[O:27]1[C:28]2[CH:34]=[CH:33][C:32]([O:21][CH2:20][CH:16]3[CH2:17][CH2:18][CH2:19][N:14]([C:12]([C:8]4([C:5]5[CH:6]=[CH:7][C:2]([Cl:1])=[CH:3][CH:4]=5)[CH2:11][CH2:10][CH2:9]4)=[O:13])[CH2:15]3)=[CH:31][C:29]=2[O:30][CH2:26]1 |f:2.3.4|. Reported procedure: To a solution of 43 (1.0 g, 2.59 mmol) in acetonitrile (25 mL) was added sesamol (0.36 g, 2.59 mmol) and cesium carbonate (1.27 g, 3.89 mmol). The reaction was stirred and refluxed for 20 h. After cooling to room temperature, the reaction mixture was filtered and most of the solvent was removed by rotary evaporation. The residue was partitioned between dichloromethane and water, and the organic layer was washed with sat. sodium carbonate (2×50 mL) and water. The organic layer was dried over anhy... The reactants are O (water), C1(=CC=CC=C1)P(C1=CC=CC=C1)C1=CC=CC=C1 (triphenylphosphine), C(C=C)OC(C(N(S(=O)(=O)C1=CC=C(C=C1)OC1=CC=CC=C1)C)CCO)=O ((±)-2-(2-hydroxyethyl)-N-methyl-N-(4-phenoxybenzenesulfonyl)glycine allyl ester), product, C(Br)(Br)(Br)Br (carbon tetrabromide). The solvent is O1CCCC1 (tetrahydrofuran), O1CCCC1 (tetrahydrofuran). The product is C(C=C)OC(C(N(S(=O)(=O)C1=CC=C(C=C1)OC1=CC=CC=C1)C)CCBr)=O ((±)-2-(2-Bromoethyl)-N-methyl-N-(4-phenoxybenzenesulfonyl)glycine Allyl Ester). Yield: 86.1%. Reaction SMILES: C1(P(C2C=CC=CC=2)C2C=CC=CC=2)C=CC=CC=1.[CH2:20]([O:23][C:24](=[O:47])[CH:25]([CH2:44][CH2:45]O)[N:26]([CH3:43])[S:27]([C:30]1[CH:35]=[CH:34][C:33]([O:36][C:37]2[CH:42]=[CH:41][CH:40]=[CH:39][CH:38]=2)=[CH:32][CH:31]=1)(=[O:29])=[O:28])[CH:21]=[CH2:22].C(Br)(Br)(Br)[Br:49].O>O1CCCC1>[CH2:20]([O:23][C:24](=[O:47])[CH:25]([CH2:44][CH2:45][Br:49])[N:26]([CH3:43])[S:27]([C:30]1[CH:35]=[CH:34][C:33]([O:36][C:37]2[CH:42]=[CH:41][CH:40]=[CH:39][CH:38]=2)=[CH:32][CH:31]=1)(=[O:29])=[O:28])[CH:21]=[CH2:22]. Procedure: After triphenylphosphine (4.72 g, 18.0 mmol) was added to a solution of (±)-2-(2-hydroxyethyl)-N-methyl-N-(4-phenoxybenzenesulfonyl)glycine allyl ester (6.08 g, 15.0 mmol), the product of Example 41(2), in tetrahydrofuran (45 ml), a solution of carbon tetrabromide (5.97 g, 18.0 mmol) in tetrahydrofuran (20 ml) was added over 20 minutes to the solution with ice-cooling and with stirring. The mixture was stirred at room temperature for 1 hour. To the reaction mixture, water was added and this was ... Reaction SMILES: [CH3:1][N:2]1[N:6]=[N:5][C:4]([C:7]2[S:11][C:10]([NH2:12])=[N:9][C:8]=2[C:13]2[S:14][CH:15]=[CH:16][CH:17]=2)=[N:3]1.[O:18]1[CH:22]=[CH:21][C:20]([C:23](Cl)=[O:24])=[CH:19]1>>[CH3:1][N:2]1[N:6]=[N:5][C:4]([C:7]2[S:11][C:10]([NH:12][C:23]([C:20]3[CH:21]=[CH:22][O:18][CH:19]=3)=[O:24])=[N:9][C:8]=2[C:13]2[SH:14]=[CH:15][CH2:16][CH:17]=2)=[N:3]1. Reported procedure: Prepared from 5-(2-methyl-2H-tetrazol-5-yl)-4-thiophen-2-yl-thiazol-2-ylamine and furan-3-carbonyl chloride. The reactants are CN1N=C(N=N1)C1=C(N=C(S1)N)C=1SC=CC1 (5-(2-methyl-2H-tetrazol-5-yl)-4-thiophen-2-yl-thiazol-2-ylamine), O1C=C(C=C1)C(=O)Cl (furan-3-carbonyl chloride). Yields the product CN1N=C(N=N1)C1=C(N=C(S1)NC(=O)C1=COC=C1)C=1S=CCC1 (Furan-3-carboxylic acid [5-(2-methyl-2H-tetrazol-5-yl)-4-(4H-1lambda*4*-thiophen-2-yl)-thiazol-2-yl]-amide). Reactants: C=CC(CC)=O (pent-1-en-3-one), C=CC=C (butadiene), C1(O)=CC=C(O)C=C1 (hydroquinone). Reaction conditions: time 5 hour. Product: C(C)C(=O)C1CC=CCC1 (cyclohex-3-enyl ethyl ketone). The yield is 76.0%. Reaction SMILES: [CH2:1]=[CH:2][C:3](=[O:6])[CH2:4][CH3:5].[CH2:7]=[CH:8][CH:9]=[CH2:10].C1(C=CC(O)=CC=1)O>>[CH2:2]([C:3]([CH:4]1[CH2:10][CH2:9][CH:8]=[CH:7][CH2:5]1)=[O:6])[CH3:1]. Procedure: 50 g of pent-1-en-3-one and 50 g of butadiene are reacted, in the presence of 1 g of hydroquinone, in a 250 ml shaken bomb, at 100° C. After 5 hours, the bomb is cooled and the product is distilled. 55 g=76% of cyclohex-3-enyl ethyl ketone, of boiling point 78°-81° C./10 mm Hg, are obtained.